From a dataset of the Open Reaction Database (ORD), a public repository of structured organic reaction records. describe an organic reaction: reactants, conditions, products, and yield Starting materials: C(C)(C)(C)OC(=O)N[C@@H](CC(=O)O)CC1=C(C=C(C(=C1)F)F)F ((3R)-3-[N-(tert-butoxycarbonyl)amino]-4-(2,4,5-trifluorophenyl)butanoic acid), Cl.FC(C1=NN=C2N1CCNC2)(F)F (3-trifluoromethyl-5,6,7,8-tetrahydro[1,2,4]triazolo[4,3-a]pyrazine hydrochloride). Procedure details: (3R)-3-[N-(tert-Butoxycarbonyl)amino]-4-(2,4,5-trifluorophenyl)butanoic acid (07) was coupled with 3-trifluoromethyl-5,6,7,8-tetrahydro[1,2,4]triazolo[4,3-a]pyrazine hydrochloride (11) to obtain Boc-protected sitagliptin free base, 7-[(3R)-3-[N-(tert-butoxycarbonyl)amino]-4-(2,4,5-trifluorophenyl)butanoyl]-3-(trifluoromethyl)-5,6,7,8-tetrahydro-1,2,4-triazolo[4,3-a]pyrazine (12). The coupling was preferably carried out by using coupling agents such as EDC-HCl, 1-hydroxybenzotriazole and a suitab... RXN SMILES: [C:1]([O:5][C:6]([NH:8][C@H:9]([CH2:14][C:15]1[CH:20]=[C:19]([F:21])[C:18]([F:22])=[CH:17][C:16]=1[F:23])[CH2:10][C:11]([OH:13])=O)=[O:7])([CH3:4])([CH3:3])[CH3:2].Cl.[F:25][C:26]([F:37])([F:36])[C:27]1[N:31]2[CH2:32][CH2:33][NH:34][CH2:35][C:30]2=[N:29][N:28]=1>>[C:1]([O:5][C:6]([NH:8][C@H:9]([CH2:14][C:15]1[CH:20]=[C:19]([F:21])[C:18]([F:22])=[CH:17][C:16]=1[F:23])[CH2:10][C:11]([N:34]1[CH2:33][CH2:32][N:31]2[C:27]([C:26]([F:37])([F:25])[F:36])=[N:28][N:29]=[C:30]2[CH2:35]1)=[O:13])=[O:7])([CH3:2])([CH3:3])[CH3:4] |f:1.2|. The product is C(C)(C)(C)OC(=O)N[C@@H](CC(=O)N1CC=2N(CC1)C(=NN2)C(F)(F)F)CC2=C(C=C(C(=C2)F)F)F (7-[(3R)-3-[N-(tert-butoxycarbonyl)amino]-4-(2,4,5-trifluorophenyl)-butanoyl]-3-(trifluoromethyl)-5,6,7,8-tetrahydro-1,2,4-triazolo[4,3-a]pyrazine). Reactants: C1CNC(=O)N1 (ethylene urea), C(C)N(S(=O)(=O)Cl)CC (N,N-diethyl-sulphamoyl-chloride). The product is C(C)N(S(=O)(=O)N1C(NCC1)=O)CC (1-(N,N-diethylsulphamoyl)--2-oxo-tetrahydroimidazole). RXN SMILES: [CH2:1]1[NH:6][C:4](=[O:5])[NH:3][CH2:2]1.[CH2:7]([N:9]([CH2:14][CH3:15])[S:10](Cl)(=[O:12])=[O:11])[CH3:8]>>[CH2:7]([N:9]([CH2:14][CH3:15])[S:10]([N:3]1[CH2:2][CH2:1][NH:6][C:4]1=[O:5])(=[O:12])=[O:11])[CH3:8]. Reported procedure: A mixture of 5.16 g of ethylene urea and 90 g of N,N-diethyl-sulphamoyl-chloride is heated at 110° for 3 hours. The reaction mixture is cooled and triturated with 300 ml of methanol, filtered and the filtrate evaporated off to dryness and the residue dissolved in 5% methanol in chloroform and chromatographed on a column of silica gel. That fraction which elutes with 5% methanol in chloroform is recrystallized from a mixture of methylenechlorid and hexane to give 1-(N,N-diethylsulphamoyl)--2-oxo-... Reactants: ClC1=CC=CC2=C1OC(OC1=C(C2)C=CC=C1)C(=O)O (4-Chloro-12H-dibenzo[d,g][1,3]dioxocin-6-carboxylic acid), CO (methanol). The product is ClC1=CC=CC2=C1OC(OC1=C(C2)C=CC=C1)C(=O)OC (Methyl 4-Chloro-12H-dibenzo[d,g][1.3]dioxocin-6-carboxylate). As a reaction SMILES: [Cl:1][C:2]1[C:7]2[O:8][CH:9]([C:18]([OH:20])=[O:19])[O:10][C:11]3[CH:17]=[CH:16][CH:15]=[CH:14][C:12]=3[CH2:13][C:6]=2[CH:5]=[CH:4][CH:3]=1.[CH3:21]O>>[Cl:1][C:2]1[C:7]2[O:8][CH:9]([C:18]([O:20][CH3:21])=[O:19])[O:10][C:11]3[CH:17]=[CH:16][CH:15]=[CH:14][C:12]=3[CH2:13][C:6]=2[CH:5]=[CH:4][CH:3]=1. Procedure: 4-Chloro-12H-dibenzo[d,g][1,3]dioxocin-6-carboxylic acid (6.24 g of impure from Ex. 11, 22 mmol) was treated with methanol using the procedure of Examples 3 and 7. The crude product was purified by preparative liquid chromatography eluting with a 10:90 mixture of acetone and hexane to obtain 1.0 g (15 percent of theory) of the title compound as a solid melting at 107°-108° C. The proton nmr spectrum was consistent with the assigned structure. Reactants: C1CCC2=NCCCN2CC1, C1CCOC1, CCOC(=O)C(Cc1ccnc2ccccc12)P(=O)(OCC)OCC, C1CCOC1, [Cl-], [Li+]. Yields the product C=C(Cc1ccnc2ccccc12)C(=O)OCC. RXN SMILES: [CH2:28]1[CH2:29][CH2:30][C:31]2=[N:36][CH2:35][CH2:34][CH2:33][N:32]2[CH2:37][CH2:38]1.[CH2:39]1[O:40][CH2:41][CH2:42][CH2:43]1.[CH2:3]([O:4][P:5]([O:6][CH2:7][CH3:8])(=[O:9])[CH:11]([C:12](=[O:13])[O:14][CH2:15][CH3:16])[CH2:17][c:18]1[cH:19][cH:20][n:21][c:22]2[cH:23][cH:24][cH:25][cH:26][c:27]12)[CH3:10].[CH2:44]1[O:45][CH2:46][CH2:47][CH2:48]1.[Cl-:2].[Li+:1]>>[C:11]([C:12](=[O:13])[O:14][CH2:15][CH3:16])([CH2:17][c:18]1[cH:19][cH:20][n:21][c:22]2[cH:23][cH:24][cH:25][cH:26][c:27]12)=[CH2:28]. Procedure: A solution of 6.4 g. (0.027 mole) of 5-(3-methyl-2-octyl-resorcinol of Example 1 and 5.0 g. (0.0266 mole) of ethyl 4-oxo-2,3,5,6-tetrahydro-4H-thiopyran-3-carboxylate[prepared according to the method of Bennett and Scorah, J. Chem. Soc., 194 (1972)] in 35 ml. of absolute ethanol was cooled in an ice bath while it was saturated with hydrogen chloride. The resulting deep red solution was tightly stoppered and allowed to stand at room temperature for 120 hours. After one day, yellow crystalline mat... Product: OC1=CC(=CC2=C1C1=C(C(O2)=O)CSCC1)C(C)C(CCCCC)C (1,2-Dihydro-10-hydroxy-8-(3-methyl-2-octyl)-5-oxo-4H,5H-thiopyrano[3,4-c][1]benzopyran). Starting materials: COC=1C=C(C=C(C1)OC)C(C)CCCC1=CC=C(C=C1)F (2-(3,5-dimethoxyphenyl)-5-(4-fluorophenyl)pentane), C(C)O (ethanol), O=C1C(CSCC1)C(=O)OCC (ethyl 4-oxo-2,3,5,6-tetrahydro-4H-thiopyran-3-carboxylate), Cl (hydrogen chloride). The yield is 68.0%. As a reaction SMILES: COC1[CH:4]=[C:5]([CH:11]([CH2:13][CH2:14][CH2:15][C:16]2[CH:21]=[CH:20]C(F)=CC=2)[CH3:12])[CH:6]=[C:7]([O:9]C)C=1.O=[C:24]1[CH2:29][CH2:28][S:27][CH2:26][CH:25]1[C:30]([O:32][CH2:33][CH3:34])=[O:31].Cl.[CH2:36](O)C>>[OH:9][C:7]1[C:34]2[C:24]3[CH2:29][CH2:28][S:27][CH2:26][C:25]=3[C:30](=[O:31])[O:32][C:33]=2[CH:4]=[C:5]([CH:11]([CH:13]([CH3:36])[CH2:14][CH2:15][CH2:16][CH2:21][CH3:20])[CH3:12])[CH:6]=1. Conditions: time 120 hour. Reactants: O (H2O), solution, COC1=C(C(=C2C(OCC2=C1C)=O)OCC[Si](C)(C)C)CC=C(C=O)C (4-[6-methoxy-7-methyl-3-oxo-4-(2-trimethylsilanyl-ethoxy)-1,3-dihydro-isobenzofuran-5-yl]-2-methyl-but-2-enal), [Li+].[BH4-] (LiBH4). Solvent: CO (MeOH), CO (methanol), C1CCOC1 (THF). Conditions: time 40 minute. Product: OCC(=CCC1=C(C(=C2COC(C2=C1OCC[Si](C)(C)C)=O)C)OC)C (6-(4-Hydroxy-3-methyl-but-2-enyl)-5-methoxy-4-methyl-7-(2-trimethylsilanyl-ethoxy)-3H-isobenzofuran-1-one). Isolated yield 97.8%. As a reaction SMILES: [CH3:1][O:2][C:3]1[C:11]([CH3:12])=[C:10]2[C:6]([C:7](=[O:13])[O:8][CH2:9]2)=[C:5]([O:14][CH2:15][CH2:16][Si:17]([CH3:20])([CH3:19])[CH3:18])[C:4]=1[CH2:21][CH:22]=[C:23]([CH3:26])[CH:24]=[O:25].O.[Li+].[BH4-]>CO.C1COCC1>[OH:25][CH2:24][C:23]([CH3:26])=[CH:22][CH2:21][C:4]1[C:5]([O:14][CH2:15][CH2:16][Si:17]([CH3:18])([CH3:20])[CH3:19])=[C:6]2[C:10]([CH2:9][O:8][C:7]2=[O:13])=[C:11]([CH3:12])[C:3]=1[O:2][CH3:1] |f:2.3|. Reported procedure: A solution of 4-[6-methoxy-7-methyl-3-oxo-4-(2-trimethylsilanyl-ethoxy)-1,3-dihydro-isobenzofuran-5-yl]-2-methyl-but-2-enal (103 mg, 0.27 mmol) in methanol (5 mL) was cooled to 0° C. A solution of CeC13 (0.68 mL, MeOH: H2O, 9:1) was added, followed by LiBH4 (0.14 mL, 0.28 mmol of a 2M solution in THF). The ice bath was removed and the reaction mixture was allowed to warm to room temperature. The reaction mixture was stirred for an additional 40 minutes whereupon TLC indicated complete consumptio... The reactants are C(C)OC(=O)C1(CCCC1)S(=O)(=O)C1=CC=C(C=C1)OC (1-(4-methoxy-benzenesulfonyl)-cyclopentanecarboxylic acid ethyl ester). The solvent is CO (methanol), [OH-].[Na+] (NaOH). Yields the product COC1=CC=C(C=C1)S(=O)(=O)C1(CCCC1)C(=O)O (1-(4-Methoxy-benzenesulfonyl)-cyclopentanecarboxylic acid). As a reaction SMILES: C([O:3][C:4]([C:6]1([S:11]([C:14]2[CH:19]=[CH:18][C:17]([O:20][CH3:21])=[CH:16][CH:15]=2)(=[O:13])=[O:12])[CH2:10][CH2:9][CH2:8][CH2:7]1)=[O:5])C>CO.[OH-].[Na+]>[CH3:21][O:20][C:17]1[CH:18]=[CH:19][C:14]([S:11]([C:6]2([C:4]([OH:5])=[O:3])[CH2:10][CH2:9][CH2:8][CH2:7]2)(=[O:13])=[O:12])=[CH:15][CH:16]=1 |f:2.3|. Reported procedure: 1-(4-Methoxy-benzenesulfonyl)-cyclopentanecarboxylic acid was prepared starting from 1-(4-methoxy-benzenesulfonyl)-cyclopentanecarboxylic acid ethyl ester (2.2 g, 7.0 mmol) dissolved in methanol (50 ml) and 10 N NaOH (30 ml). The resulting reaction mixture was worked up as outlined in Example 9. Yield 1.66 g, 83%. Colorless solid; mp 112-115° C.; MS: 285 (M+H)+.